The task is: describe an organic reaction: reactants, conditions, products, and yield. This data is from the Open Reaction Database (ORD), a public repository of structured organic reaction records. Reactants: ClC1=NC(=CC=C1C(=O)O)C (2-chloro-6-methylpyridine-3-carboxylic acid), NC1=CC=NN1 (5-aminopyrazole). Run in CO (methanol). The product is CC=1C=CC2=C(NC=3N(C2=O)N=CC3)N1 (6-Methylpyrazolo[1,5-a]pyrido[2,3-d]pyrimidin-9(4H)-one). RXN SMILES: Cl[C:2]1[C:7]([C:8]([OH:10])=O)=[CH:6][CH:5]=[C:4]([CH3:11])[N:3]=1.[NH2:12][C:13]1[NH:17][N:16]=[CH:15][CH:14]=1>CO>[CH3:11][C:4]1[CH:5]=[CH:6][C:7]2[C:8](=[O:10])[N:17]3[N:16]=[CH:15][CH:14]=[C:13]3[NH:12][C:2]=2[N:3]=1. Reported procedure: 17.1 g. of 2-chloro-6-methylpyridine-3-carboxylic acid and 16.6 g. of 5-aminopyrazole are heated together at 180°-190° for 10 minutes. The mixture is cooled to room temperature and treated with methanol. The crystalline 6-methylpyrazolo[1,5-a]pyrido[2,3-d]pyrimidin-9(4H)-one is filtered off and recrystallized from dimethylformamide, yield: 11.3 g. (56%); m.p. >300°. Reactants: C1(CCC1)=O (cyclobutanone), C(C)(=O)O (acetic acid), C(C)(=O)O[BH-](OC(C)=O)OC(C)=O.[Na+] (sodium triacetoxyborohydride), C(C)OC(=O)C=1OC2=C(C1C)C=C(C(=C2)OC2CCNCC2)Cl (5-chloro-3-methyl-6-(piperidin-4-yloxy)-benzofuran-2-carboxylic acid ethyl ester). Run in C(Cl)Cl (CH2Cl2). Reaction conditions: time 5 hour. Yields the product C(C)OC(=O)C=1OC2=C(C1C)C=C(C(=C2)OC2CCN(CC2)C2CCC2)Cl (5-Chloro-6-(1-cyclobutyl-piperidin-4-yloxy)-3-methyl-benzofuran-2-carboxylic acid ethyl ester). Reaction SMILES: [CH2:1]([O:3][C:4]([C:6]1[O:7][C:8]2[CH:15]=[C:14]([O:16][CH:17]3[CH2:22][CH2:21][NH:20][CH2:19][CH2:18]3)[C:13]([Cl:23])=[CH:12][C:9]=2[C:10]=1[CH3:11])=[O:5])[CH3:2].[C:24]1(=O)[CH2:27][CH2:26][CH2:25]1.C(O)(=O)C.C(O[BH-](OC(=O)C)OC(=O)C)(=O)C.[Na+]>C(Cl)Cl>[CH2:1]([O:3][C:4]([C:6]1[O:7][C:8]2[CH:15]=[C:14]([O:16][CH:17]3[CH2:22][CH2:21][N:20]([CH:24]4[CH2:27][CH2:26][CH2:25]4)[CH2:19][CH2:18]3)[C:13]([Cl:23])=[CH:12][C:9]=2[C:10]=1[CH3:11])=[O:5])[CH3:2] |f:3.4|. Reported procedure: The above prepared 5-chloro-3-methyl-6-(piperidin-4-yloxy)-benzofuran-2-carboxylic acid ethyl ester (1.35 g, 3.32 mmol) was dissolved in 45 mL of CH2Cl2 and treated successively with cyclobutanone (0.506 g, 2 eq.), acetic acid (0.413 mL, 2 eq.) and sodium triacetoxyborohydride (1.529 g, 2 eq.), and the mixture then kept at ambient temperature for 5 h. Pouring onto crashed ice/NaHCO3, five fold extraction with AcOEt, washing with water and brine, drying over magnesium sulfate, and evaporation of ...